Dataset: the Open Reaction Database (ORD), a public repository of structured organic reaction records. Task: describe an organic reaction: reactants, conditions, products, and yield Starting materials: COC(=O)c1ccc(OCC2CC2)cn1, [Li+], [OH-]. The product is O=C(O)c1ccc(OCC2CC2)cn1. RXN SMILES: [CH3:1][O:2][C:3](=[O:4])[c:5]1[n:6][cH:7][c:8]([O:11][CH2:12][CH:13]2[CH2:14][CH2:15]2)[cH:9][cH:10]1.[Li+:16].[OH-:17]>>[O:2]=[C:3]([OH:4])[c:5]1[n:6][cH:7][c:8]([O:11][CH2:12][CH:13]2[CH2:14][CH2:15]2)[cH:9][cH:10]1. The reactants are CC(=O)Cl, CCC(=O)C1C(=O)CC2(CCc3cc(C)cc(C)c32)CC1=O, Cl[Al](Cl)Cl, ClCCCl, CC(Cl)Cl, Cl. The product is CCC(=O)C1C(=O)CC2(CCc3cc(C)c(C(C)=O)c(C)c32)CC1=O. RXN SMILES: [CH3:27][C:28]([Cl:29])=[O:30].[CH3:5][c:6]1[cH:7][c:8]2[c:23]([c:24]([CH3:26])[cH:25]1)[C:11]1([CH2:10][CH2:9]2)[CH2:12][C:13](=[O:22])[CH:14]([C:18]([CH2:19][CH3:20])=[O:21])[C:15](=[O:17])[CH2:16]1.[Cl:1][Al:2]([Cl:3])[Cl:4].[Cl:32][CH2:33][CH2:34][Cl:35].[Cl:36][CH:37]([Cl:38])[CH3:39].[ClH:31]>>[CH3:5][c:6]1[cH:7][c:8]2[c:23]([c:24]([CH3:26])[c:25]1[C:28]([CH3:27])=[O:30])[C:11]1([CH2:10][CH2:9]2)[CH2:12][C:13](=[O:22])[CH:14]([C:18]([CH2:19][CH3:20])=[O:21])[C:15](=[O:17])[CH2:16]1. Starting materials: S(=O)(=O)(OCC)OCC (diethyl sulphate), C(C)Cl (ethyl chloride), NC1=C(C=CC2=CC(=CC=C12)S(=O)(=O)O)O (1-amino-2-hydroxy-naphthalene-6-sulphonic acid), C(C)(=O)OC(C)=O (acetic anhydride). The solvent is C(C)(=O)O (acetic acid), [OH-].[Na+] (sodium hydroxide). Yields the product N(C(=O)C)C1=C(C=CC2=CC(=CC=C12)S(=O)(=O)O)OCC (1-acetamino-2-ethoxy-naphthalene-6-sulphonic acid). RXN SMILES: [NH2:1][C:2]1[C:11]2[C:6](=[CH:7][C:8]([S:12]([OH:15])(=[O:14])=[O:13])=[CH:9][CH:10]=2)[CH:5]=[CH:4][C:3]=1[OH:16].[C:17](OC(=O)C)(=[O:19])[CH3:18].S(OCC)(O[CH2:28][CH3:29])(=O)=O.C(Cl)C>C(O)(=O)C.[OH-].[Na+]>[NH:1]([C:2]1[C:11]2[C:6](=[CH:7][C:8]([S:12]([OH:15])(=[O:13])=[O:14])=[CH:9][CH:10]=2)[CH:5]=[CH:4][C:3]=1[O:16][CH2:28][CH3:29])[C:17]([CH3:18])=[O:19] |f:5.6|. Procedure: According to Examples 2 and 3 of German Democratic Republic Pat. No. 9,728, 1-amino-2-ethoxy-naphthalene-6-sulphonic acid, is obtained by a procedure in which, in a first stage, 1-acetamino-2-hydroxy-naphthalene-6-sulphonic acid is prepared from 1-amino-2-hydroxy-naphthalene-6-sulphonic acid by reaction with acetic anhydride in dilute acetic acid, this intermediate product is etherified, in a second stage, with diethyl sulphate or with ethyl chloride in aqueous-alcoholic sodium hydroxide solutio... As a reaction SMILES: [F:1][C:2]1[CH:7]=[CH:6][C:5]([C:8]2[CH2:13][CH:12]([N:14]3[CH2:18][CH2:17][CH2:16][CH2:15]3)[CH2:11][C:10]([CH3:20])([CH3:19])[C:9]=2[CH:21]=O)=[CH:4][C:3]=1[CH3:23].[Li+].CC([N-]C(C)C)C.C(=NC1CCCCC1)C.[C:41]([OH:46])(=O)[C:42](O)=O>CCOCC.O.C([O-])(O)=O.[Na+]>[F:1][C:2]1[CH:7]=[CH:6][C:5]([C:8]2[CH2:13][CH:12]([N:14]3[CH2:15][CH2:16][CH2:17][CH2:18]3)[CH2:11][C:10]([CH3:19])([CH3:20])[C:9]=2/[CH:21]=[CH:42]/[CH:41]=[O:46])=[CH:4][C:3]=1[CH3:23] |f:1.2,7.8|. Yields the product FC1=C(C=C(C=C1)C1=C(C(CC(C1)N1CCCC1)(C)C)/C=C/C=O)C ((E)-3-{2-(4-fluoro-3-methylphenyl)-4-(pyrrolidin-1-yl)-6,6-dimethylcyclohex-1-en-1-yl}propenal). Procedure: In a manner similar to Scheme I, 32 (3.80 g, 12.1 mmol) was treated with the LDA-derived anion of ethylidenecyclohexylamine (2.90 g, 23.2 mmol) in anhydrous ether. Workup and purification of the residue by HPLC. using 1% Et3N in 10:l hexanes:EtOAc as eluent provided the dieneimine (2.4 g). The imine and oxalic acid (10 g) in 40 mL H2O was heated at 100° C. for 2 h, cooled, diluted with saturated NaHCO3 and ether. The organic layer was washed with H2O and brine and dried (MgSO4). Removal of volat... Isolated yield 54.9%. The reactants are FC1=C(C=C(C=C1)C1=C(C(CC(C1)N1CCCC1)(C)C)C=O)C (2-(4-Fluoro-3-methylphenyl)-4-(pyrrolidin-1-yl)-6,6-dimeth-ylcvclohex-1-en-1-carboxaldehyde), [Li+].CC(C)[N-]C(C)C (LDA), C(C)=NC1CCCCC1 (ethylidenecyclohexylamine), imine, C(C(=O)O)(=O)O (oxalic acid). Run in CCOCC (ether), C(=O)(O)[O-].[Na+] (NaHCO3), CCOCC (ether), O (H2O). Starting materials: C=CCCCCCC (1-octene), O=S(=O)(Oc1ccccc1)C(F)(F)F. The reagents and catalysts are C1=C\CC/C=C\CC/1.C1=C\CC/C=C\CC/1.[Ni], CCN(CC)CC (triethylamine), FC(F)(F)c1ccc(N2CP(c3ccccc3)CN(c3ccc(C(F)(F)F)cc3)CP(c3ccccc3)C2)cc1. Run in Cc1ccccc1. Run at temperature 85 celsius, time 16 hour. Yields the product COc1cc(OC)cc(OC)c1 (1,3,5-trimethoxybenzene), CCCCCC/C=C/c1ccccc1 (Linear), C=C(CCCCCC)c1ccccc1 (Branched), Regioisomer 1, Regioisomer 2, Regioisomer 3, Regioisomer 4, Regioisomer 5, Regioisomer 6, Regioisomer 7, Regioisomer 8, Regioisomer 9, Regioisomer 10, biphenyl.